The task is: describe an organic reaction: reactants, conditions, products, and yield. This data is from the Open Reaction Database (ORD), a public repository of structured organic reaction records. Starting materials: C(C1=CC=CC=C1)O (Benzylalcohol), CC(C)([O-])C.[K+] (potassium tert-butoxide), ClC1=NC(=CN=C1)Cl (2,6-dichloropyrazine). Solvent: CS(=O)C (DMSO). Yields the product C(C1=CC=CC=C1)OC1=NC(=CN=C1)Cl (2-(benzyloxy)-6-chloropyrazine). Reaction SMILES: [CH2:1]([OH:8])[C:2]1[CH:7]=[CH:6][CH:5]=[CH:4][CH:3]=1.CC(C)([O-])C.[K+].[Cl:15][C:16]1[CH:21]=[N:20][CH:19]=[C:18](Cl)[N:17]=1>CS(C)=O>[CH2:1]([O:8][C:18]1[CH:19]=[N:20][CH:21]=[C:16]([Cl:15])[N:17]=1)[C:2]1[CH:7]=[CH:6][CH:5]=[CH:4][CH:3]=1 |f:1.2|. Reported procedure: Benzylalcohol (500 μL, 7.83 mmol) and potassium tert-butoxide (222.4 mg, 1.82 mmol) in anhydrous DMSO (1 mL) were reacted with 2,6-dichloropyrazine (149.7 mg, 1.00 mmol) as described in Example 19B to afford the title compound. MS (DCI/NH3) m/z 221 (M+H)+. Starting materials: C1(=CC=CC=C1)C1=NC=CC2=C(C=CC=C12)C#N (1-Phenyl-5-cyanoisoquinoline), C(C1=CC=CC=C1)(=O)OC(C)(C)C1=NC=CC2=CC=CC=C12 (1-(1-benzoyloxy-1-methylethyl)isoquinoline). The product is C(C)(CC)C1=NC=CC=2C(=CC=CC12)CC#N (1-sec-butylisoquinoline-5-acetonitrile). Reaction SMILES: [C:1]1([C:7]2[C:16]3[C:11](=[C:12]([C:17]#N)[CH:13]=[CH:14][CH:15]=3)[CH:10]=[CH:9][N:8]=2)[CH:6]=CC=[CH:3][CH:2]=1.C(OC([C:31]1C2C(=CC=CC=2)C=C[N:32]=1)(C)C)(=O)C1C=CC=CC=1>>[CH:1]([C:7]1[C:16]2[CH:15]=[CH:14][CH:13]=[C:12]([CH2:17][C:31]#[N:32])[C:11]=2[CH:10]=[CH:9][N:8]=1)([CH2:2][CH3:3])[CH3:6]. Procedure: 1-sec-Butylisoquinoline and N-hydroxymethyl dichloroacetamide were reacted in the same way as in step (b) of Example 18 to afford 1-sec-butyl-5-dichloroacetylaminomethylisoquinoline. The product was reacted successively in the same way as in steps (c), (d), (e) and (f) of Example 18 to obtain 1-sec-butylisoquinoline-5-acetonitrile. The product was treated in the same way as in Example 3 to afford 1-sec-butylisoquinoline-5-acetic acid as an oil.